This data is from the Open Reaction Database (ORD), a public repository of structured organic reaction records. The task is: describe an organic reaction: reactants, conditions, products, and yield Reactants: O=C([O-])O, CCN=C=NCCCN(C)C, CN(C)C=O, Cl, Cc1ccc2cccc(OCc3c(Cl)ccc(N(C)C(=O)CNC(=O)C=Cc4ccc(N)nc4)c3Cl)c2n1, [Na+], On1nnc2ccccc21, O=C(O)c1cnccn1. Product: Cc1ccc2cccc(OCc3c(Cl)ccc(N(C)C(=O)CNC(=O)C=Cc4ccc(NC(=O)c5cnccn5)nc4)c3Cl)c2n1. Reaction SMILES: [C:70](=[O:71])([OH:72])[O-:73].[CH2:49]([N:50]=[C:51]=[N:52][CH2:53][CH2:54][CH2:55][N:56]([CH3:57])[CH3:58])[CH3:59].[CH3:75][N:76]([CH3:77])[CH:78]=[O:79].[ClH:48].[NH2:1][c:2]1[cH:3][cH:4][c:5]([CH:8]=[CH:9][C:10](=[O:11])[NH:12][CH2:13][C:14](=[O:15])[N:16]([CH3:17])[c:18]2[c:19]([Cl:38])[c:20]([CH2:21][O:22][c:23]3[cH:24][cH:25][cH:26][c:27]4[cH:28][cH:29][c:30]([CH3:33])[n:31][c:32]34)[c:34]([Cl:37])[cH:35][cH:36]2)[cH:6][n:7]1.[Na+:74].[OH:60][n:61]1[c:62]2[cH:63][cH:64][cH:65][cH:66][c:67]2[n:68][n:69]1.[n:39]1[c:40]([C:45](=[O:46])[OH:47])[cH:41][n:42][cH:43][cH:44]1>>[NH:1]([c:2]1[cH:3][cH:4][c:5]([CH:8]=[CH:9][C:10](=[O:11])[NH:12][CH2:13][C:14](=[O:15])[N:16]([CH3:17])[c:18]2[c:19]([Cl:38])[c:20]([CH2:21][O:22][c:23]3[cH:24][cH:25][cH:26][c:27]4[cH:28][cH:29][c:30]([CH3:33])[n:31][c:32]34)[c:34]([Cl:37])[cH:35][cH:36]2)[cH:6][n:7]1)[C:45]([c:40]1[n:39][cH:44][cH:43][n:42][cH:41]1)=[O:46].